Task: describe an organic reaction: reactants, conditions, products, and yield. Dataset: the Open Reaction Database (ORD), a public repository of structured organic reaction records The reactants are C=CCOC(=O)C1=C(SC2CC(CCn3ccnc3CO)N(C(=O)OCC=C)C2)C(C)C2C(C(C)O)C(=O)N12, CI, CC(C)=O. Product: C=CCOC(=O)C1=C(SC2CC(CC[n+]3ccn(C)c3CO)N(C(=O)OCC=C)C2)C(C)C2C(C(C)O)C(=O)N12, [I-]. Reaction SMILES: [CH2:1]([CH:2]=[CH2:3])[O:4][C:5](=[O:6])[N:7]1[CH:8]([CH2:31][CH2:32][n:33]2[c:34]([CH2:38][OH:39])[n:35][cH:36][cH:37]2)[CH2:9][CH:10]([S:12][C:13]2=[C:14]([C:25](=[O:26])[O:27][CH2:28][CH:29]=[CH2:30])[N:15]3[C:16](=[O:24])[CH:17]([CH:21]([CH3:22])[OH:23])[CH:18]3[CH:19]2[CH3:20])[CH2:11]1.[CH3:40][I:41].[CH3:42][C:43](=[O:44])[CH3:45]>>[CH2:1]([CH:2]=[CH2:3])[O:4][C:5](=[O:6])[N:7]1[CH:8]([CH2:31][CH2:32][n+:33]2[c:34]([CH2:38][OH:39])[n:35]([CH3:40])[cH:36][cH:37]2)[CH2:9][CH:10]([S:12][C:13]2=[C:14]([C:25](=[O:26])[O:27][CH2:28][CH:29]=[CH2:30])[N:15]3[C:16](=[O:24])[CH:17]([CH:21]([CH3:22])[OH:23])[CH:18]3[CH:19]2[CH3:20])[CH2:11]1.[I-:41]. Reactants: [N+](=O)([O-])C1=CC=C(C=C1)C(CCC(=O)C1=CC=C(C=C1)[N+](=O)[O-])=O (1,4-Bis(4-nitrophenyl)butane-1,4-dione), FC1=CC=C(N)C=C1 (4-fluoroaniline). Solvent: C(C)(=O)O (acetic acid), O (water), CCOCC (ether). Reaction conditions: temperature 70 celsius. The product is FC1=CC=C(C=C1)N1C(=CC=C1C1=CC=C(C=C1)[N+](=O)[O-])C1=CC=C(C=C1)[N+](=O)[O-] (1-(4-Fluorophenyl)-2,5-bis(4-nitrophenyl)-1H-pyrrole). Yield: 90.6%. As a reaction SMILES: [N+:1]([C:4]1[CH:9]=[CH:8][C:7]([C:10](=O)[CH2:11][CH2:12][C:13]([C:15]2[CH:20]=[CH:19][C:18]([N+:21]([O-:23])=[O:22])=[CH:17][CH:16]=2)=O)=[CH:6][CH:5]=1)([O-:3])=[O:2].[F:25][C:26]1[CH:32]=[CH:31][C:29]([NH2:30])=[CH:28][CH:27]=1>C(O)(=O)C.O.CCOCC>[F:25][C:26]1[CH:32]=[CH:31][C:29]([N:30]2[C:10]([C:7]3[CH:8]=[CH:9][C:4]([N+:1]([O-:3])=[O:2])=[CH:5][CH:6]=3)=[CH:11][CH:12]=[C:13]2[C:15]2[CH:20]=[CH:19][C:18]([N+:21]([O-:23])=[O:22])=[CH:17][CH:16]=2)=[CH:28][CH:27]=1. Procedure: To a slurry of the product from Example 1A (1.5 g, 4.57 mmol) in acetic acid (22.85 mL) was S added 4-fluoroaniline (4.33 ml, 45.7 mmol). The mixture was heated to 70° C. for 24 h. After cooling to rt the mixture was diluted with water and ether and stirred vigorously, filtered and dried to provide 1.67 g (91%) of the title compound.